From a dataset of the Open Reaction Database (ORD), a public repository of structured organic reaction records. describe an organic reaction: reactants, conditions, products, and yield Starting materials: C(C)(=O)OCC (Ethyl acetate), Cl (hydrochloric acid), C(C)(C)(C)OC(NC(CC(C)=O)(C)C)=O ((1,1-dimethyl-3-oxobutyl)carbamic acid tert-butylester). Run in O1CCCC1 (tetrahydrofuran). Yields the product C(C)OC(\C=C(\CC(C)(C)NC(=O)OC(C)(C)C)/C)=O ((E)-5-tert-Butoxycarbonylamino-3,5-dimethylhex-2-enoic acid ethylester). Reaction SMILES: [C:1]([O:5][C:6](=[O:15])[NH:7][C:8]([CH3:14])([CH3:13])[CH2:9][C:10](=O)[CH3:11])([CH3:4])([CH3:3])[CH3:2].[C:16]([O:19][CH2:20][CH3:21])(=[O:18])[CH3:17].Cl>O1CCCC1>[CH2:20]([O:19][C:16](=[O:18])/[CH:17]=[C:10](\[CH3:11])/[CH2:9][C:8]([NH:7][C:6]([O:5][C:1]([CH3:4])([CH3:3])[CH3:2])=[O:15])([CH3:13])[CH3:14])[CH3:21]. Procedure: (1,1-dimethyl-3-oxobutyl)carbamic acid tert-butylester (2.5 g; 11.6 mmol) was dissolved in tetrahydrofuran (15 mL) and added dropwise to the reaction mixture which was heated to reflux for 12 h. Ethyl acetate (100 mL) and hydrochloric acid (1 N; 100 mL) were added and the phases were separated. The aqueous phase was extracted with ethyl acetate (3×50 mL). The combined organic phases were washed with an aqueous solution of sodium hydrogen carbonate (saturated; 100 mL), dried (magnesium sulfate) a...